This data is from the Open Reaction Database (ORD), a public repository of structured organic reaction records. The task is: describe an organic reaction: reactants, conditions, products, and yield The reactants are C(C1=CC=CC=C1)OC(N[C@@H](C)C1=NC2=C(N1C1=CC=CC=C1)C(=CC=C2)C)=O ([(S)-1-(7-methyl-1-phenyl-1H-benzoimidazol-2-yl)ethyl]carbamic acid benzyl ester). The reagents and catalysts are [Pd] (Pd/C). Solvent: IMS. Run at time 5.5 hour. Product: CC1=CC=CC2=C1N(C(=N2)[C@H](C)N)C2=CC=CC=C2 ((S)-1-(7-Methyl-1-phenyl-1H-benzoimidazol-2-yl)ethylamine). The yield is 144.2%. As a reaction SMILES: C(OC(=O)[NH:10][C@H:11]([C:13]1[N:17]([C:18]2[CH:23]=[CH:22][CH:21]=[CH:20][CH:19]=2)[C:16]2[C:24]([CH3:28])=[CH:25][CH:26]=[CH:27][C:15]=2[N:14]=1)[CH3:12])C1C=CC=CC=1>[Pd]>[CH3:28][C:24]1[C:16]2[N:17]([C:18]3[CH:23]=[CH:22][CH:21]=[CH:20][CH:19]=3)[C:13]([C@@H:11]([NH2:10])[CH3:12])=[N:14][C:15]=2[CH:27]=[CH:26][CH:25]=1. Procedure details: A mixture of [(S)-1-(7-methyl-1-phenyl-1H-benzoimidazol-2-yl)ethyl]carbamic acid benzyl ester (1.5 g, 3.89 mmol) and 10% Pd/C (150 mg) in IMS (25 mL) was degassed with a stream of nitrogen and, after addition of HCl (1M, 2.5 mL), was stirred at RT (room temperature) under a hydrogen atmosphere for 5.5 h. The suspension was then filtered through a pad of Celite® and the filtrate was concentrated in vacuo. The resulting residue was partitioned between DCM (dichloromethane) and water, the organic l... Starting materials: C(C)OC(=O)C1(C(C1)C=C)NC(=O)C1CC(CN1C(N(CC1=CC=C(C=C1)OC)CCCCCC=C)=O)OC(C1=CC=C(C=C1)[N+](=O)[O-])=O (4-Nitro-benzoic acid 5-(1-ethoxycarbonyl-2-vinyl-cyclopropylcarbamoyl)-1-[hept-6-enyl-(4-methoxy-benzyl)-carbamoyl]-pyrrolidin-3-yl ester). Reagents/catalysts: CC1=CC(=C(C(=C1)C)N2CCN(C2=[Ru](=CC3=C(C=CC=C3)OC(C)C)(Cl)Cl)C4=C(C=C(C=C4C)C)C)C (Hoveyda-Grubbs Catalyst 2nd generation). Run in ClCCCl (DCE). Product: C(C)OC(=O)C12NC(C3CC(CN3C(N(CCCCCC=CC2C1)CC1=CC=C(C=C1)OC)=O)OC(C1=CC=C(C=C1)[N+](=O)[O-])=O)=O (14-(4-Methoxy-benzyl)-18-(4-nitro-benzoyloxy)-2,15-dioxo-3,14,16-triaza-tricyclo[14.3.0.0*4,6*]nonadec-7-ene-4-carboxylic acid ethyl ester). RXN SMILES: [CH2:1]([O:3][C:4]([C:6]1([NH:11][C:12]([CH:14]2[N:18]([C:19](=[O:37])[N:20]([CH2:30][CH2:31][CH2:32][CH2:33][CH2:34]C=C)[CH2:21][C:22]3[CH:27]=[CH:26][C:25]([O:28][CH3:29])=[CH:24][CH:23]=3)[CH2:17][CH:16]([O:38][C:39](=[O:49])[C:40]3[CH:45]=[CH:44][C:43]([N+:46]([O-:48])=[O:47])=[CH:42][CH:41]=3)[CH2:15]2)=[O:13])[CH2:8][CH:7]1[CH:9]=[CH2:10])=[O:5])[CH3:2]>ClCCCl.CC1C=C(C)C(N2C(=[Ru](Cl)(Cl)=CC3C=CC=CC=3OC(C)C)N(C3C(C)=CC(C)=CC=3C)CC2)=C(C)C=1>[CH2:1]([O:3][C:4]([C:6]12[CH2:8][CH:7]1[CH:9]=[CH:10][CH2:34][CH2:33][CH2:32][CH2:31][CH2:30][N:20]([CH2:21][C:22]1[CH:27]=[CH:26][C:25]([O:28][CH3:29])=[CH:24][CH:23]=1)[C:19](=[O:37])[N:18]1[CH:14]([CH2:15][CH:16]([O:38][C:39](=[O:49])[C:40]3[CH:45]=[CH:44][C:43]([N+:46]([O-:48])=[O:47])=[CH:42][CH:41]=3)[CH2:17]1)[C:12](=[O:13])[NH:11]2)=[O:5])[CH3:2]. Reported procedure: The diene 21d (406 mg, 0.6 mmol) was dissolved in DCE (250 ml) and degassed. Hoveyda-Grubbs Catalyst 2nd generation (26 mg, 0.042 mmol) was added and the solution was heated to reflux. After 3 h the solution was evaporated and used direct in the next step. Starting materials: C(C=C)(=O)OC (methyl acrylate), CC(C(C)O)(C)C (3,3-dimethyl-2-butanol), ON1C(C=2C(C1=O)=CC=CC2)=O (N-hydroxyphthalimide), O=O (oxygen). The reagents and catalysts are C(C)(=O)[O-].[Co+2].C(C)(=O)[O-] (cobalt(II) acetate). Solvent: C(C)#N (acetonitrile). Product: OC1C(OC2(C1)CCCCC2)=O (3-hydroxy-2-oxo-1-oxaspiro[4.5]decane). Yield: 83.0%. Reaction SMILES: [C:1]([O:5][CH3:6])(=[O:4])[CH:2]=[CH2:3].CC(C)(C)C([OH:11])C.ON1[C:19](=O)[C:18]2=CC=[CH:23][CH:24]=[C:17]2C1=O.O=O>C([O-])(=O)C.[Co+2].C([O-])(=O)C.C(#N)C>[OH:11][CH:2]1[CH2:3][C:6]2([CH2:19][CH2:18][CH2:17][CH2:24][CH2:23]2)[O:5][C:1]1=[O:4] |f:4.5.6|. Procedure details: A mixture of 3 mmol of methyl acrylate, 15 mmol of 3,3-dimethyl-2-butanol, 0.3 mmol of N-hydroxyphthalimide, 0.003 mmol of cobalt(II) acetate, 0.03 mmol of acetylacetonatocobalt(III), and 1 ml of acetonitrile was stirred at 50° C. in an oxygen atmosphere (1 atm) for 5 hours. A reaction mixture was subjected to column chromatography on a silica gel to yield 3-hydroxy-2-oxo-1-oxaspiro[4.5]decane in a yield of 83%. Reactants: [BH3-]C#N, CO, [Cl-], [Cl-], CC1Cc2cc(Cl)ccc2N1, [Na+], [Zn+2], O=Cc1ncc[nH]1. Product: CC1Cc2cc(Cl)ccc2N1Cc1ncc[nH]1. Reaction SMILES: [C:19]([BH3-:20])#[N:21].[CH3:23][OH:24].[Cl-:25].[Cl-:27].[Cl:1][c:2]1[cH:3][c:4]2[c:8]([cH:9][cH:10]1)[NH:7][CH:6]([CH3:11])[CH2:5]2.[Na+:22].[Zn+2:26].[nH:12]1[c:13]([CH:17]=[O:18])[n:14][cH:15][cH:16]1>>[Cl:1][c:2]1[cH:3][c:4]2[c:8]([cH:9][cH:10]1)[N:7]([CH2:17][c:13]1[nH:12][cH:16][cH:15][n:14]1)[CH:6]([CH3:11])[CH2:5]2. The product is CS(=O)(=O)c1cccc(CCl)c1. Reaction SMILES: [CH3:1][S:2](=[O:3])(=[O:4])[c:5]1[cH:6][c:7]([CH2:11][OH:12])[cH:8][cH:9][cH:10]1.[S:13]([Cl:14])([Cl:15])=[O:16]>>[CH3:1][S:2](=[O:3])(=[O:4])[c:5]1[cH:6][c:7]([CH2:11][Cl:15])[cH:8][cH:9][cH:10]1. The reactants are CS(=O)(=O)c1cccc(CO)c1, O=S(Cl)Cl. The product is COc1ccc(-c2cc(NC(=O)C3CC3C)sn2)cc1F. RXN SMILES: [CH3:1][CH:2]1[CH:3]([C:5](=[O:6])[O:7][CH2:8][c:9]2[cH:10][cH:11][cH:12][cH:13][cH:14]2)[CH2:4]1.[CH3:30][Al:31]([CH3:32])[CH3:33].[CH3:37][CH2:38][O:39][C:40]([CH3:41])=[O:42].[Cl:34][CH2:35][Cl:36].[ClH:43].[F:15][c:16]1[cH:17][c:18](-[c:24]2[n:25][s:26][c:27]([NH2:29])[cH:28]2)[cH:19][cH:20][c:21]1[O:22][CH3:23].[OH2:44]>>[CH3:1][CH:2]1[CH:3]([C:5](=[O:6])[NH:29][c:27]2[s:26][n:25][c:24](-[c:18]3[cH:17][c:16]([F:15])[c:21]([O:22][CH3:23])[cH:20][cH:19]3)[cH:28]2)[CH2:4]1. The reactants are CC1CC1C(=O)OCc1ccccc1, C[Al](C)C, CCOC(C)=O, ClCCl, Cl, COc1ccc(-c2cc(N)sn2)cc1F, O.